This data is from the Open Reaction Database (ORD), a public repository of structured organic reaction records. The task is: describe an organic reaction: reactants, conditions, products, and yield Reaction conditions: temperature 0 celsius, time 5 minute. The reactants are [OH-].[Na+] (NaOH), FC(S(=O)(=O)O)(F)F (Trifluoromethane sulfonic acid), C1(=CC=CC=C1)OC (anisole), ClC=1C=C2C3C(CN4C2=C(C1)CN(CC4)C(=O)OCC4=CC=CC=C4)CCCCC3 (benzyl 2-chloro-6,7,9,9a,10,11,12,13,14,14a-decahydrocyclohepta[c][1,4]diazepino[6,7,1-ij]quinoline-5(4H)-carboxylate). RXN SMILES: [Cl:1][C:2]1[CH:3]=[C:4]2[C:9]3=[C:10]([CH2:12][N:13](C(OCC4C=CC=CC=4)=O)[CH2:14][CH2:15][N:8]3[CH2:7][CH:6]3[CH2:26][CH2:27][CH2:28][CH2:29][CH2:30][CH:5]23)[CH:11]=1.FC(F)(F)S(O)(=O)=O.C1(OC)C=CC=CC=1.[OH-].[Na+]>C(Cl)Cl.O>[ClH:1].[Cl:1][C:2]1[CH:3]=[C:4]2[C:9]3=[C:10]([CH2:12][NH:13][CH2:14][CH2:15][N:8]3[CH2:7][CH:6]3[CH2:26][CH2:27][CH2:28][CH2:29][CH2:30][CH:5]23)[CH:11]=1 |f:3.4,7.8|. Reported procedure: The compound of Example 19 (0.585 mg, 1.38 mmol) was dissolved in methylene chloride (2 mL) and cooled to 0° C. Trifluoromethane sulfonic acid (0.853 mL, 9.63 mmol) and anisole (0.449 mL, 4.13 mmol) were then added. The reaction mixture was stirred at 0° C. for 5 minutes and then held at room temperature for 1 hour. The reaction mixture was again cooled to 0° C. and the pH was adjusted until basic with 1N NaOH. The reaction mixture was transferred to a separatory funnel with methylene chloride a... The solvent is C(Cl)Cl (methylene chloride), C(Cl)Cl (methylene chloride), O (water). Yield: 148.8%. Product: Cl.ClC=1C=C2C3C(CN4C2=C(C1)CNCC4)CCCCC3 (2-chloro-4,5,6,7,9,9a,10,11,12,13,14,14a-dodecahydrocyclohepta[c][1,4]diazepino[6,7,1-ij]quinoline hydrochloride). The reactants are C(C)(=O)O (acetic acid), C(=O)(OC(C)(C)C)NC(C(=O)OC)C1=CC=CC=C1 (N-BOC-α-phenylglycine, methyl ester), [H][H] (hydrogen). The reagents and catalysts are [Rh] (rhodium). Run in CO (methanol). The product is C(=O)(OC(C)(C)C)NC(C(=O)OC)C1CCCCC1 (N-BOC-α-cyclohexylglycine, methyl ester). Reaction SMILES: [C:1]([NH:8][CH:9]([C:14]1[CH:19]=[CH:18][CH:17]=[CH:16][CH:15]=1)[C:10]([O:12][CH3:13])=[O:11])([O:3][C:4]([CH3:7])([CH3:6])[CH3:5])=[O:2].C(O)(=O)C.[H][H]>CO.[Rh]>[C:1]([NH:8][CH:9]([CH:14]1[CH2:19][CH2:18][CH2:17][CH2:16][CH2:15]1)[C:10]([O:12][CH3:13])=[O:11])([O:3][C:4]([CH3:6])([CH3:7])[CH3:5])=[O:2]. Reported procedure: N-BOC-α-phenylglycine, methyl ester (1.2 g) is dissolved in methanol (50 ml) containing acetic acid (1 ml). 5% rhodium on aluminum powder (0.60 g) is added and the mixture shaken under 50 psi hydrogen for about 18 hours. The mixture is filtered, evaporated in vacuo, and the residue taken up into ethyl acetate. The organic solution is washed with water, saturated sodium bicarbonate solution, water, brine, dried over magnesium sulfate, filtered, evaporated in vacuo to give N-BOC-α-cyclohexylglycin... The reactants are NC(=O)C1CCCN1C(=O)OCc1ccccc1, COc1ccc(P2(=S)SP(=S)(c3ccc(OC)cc3)S2)cc1, Cc1ccccc1. Yields the product NC(=S)C1CCCN1C(=O)OCc1ccccc1. RXN SMILES: [C:23]([NH2:24])(=[O:25])[CH:26]1[N:27]([C:31](=[O:32])[O:33][CH2:34][c:35]2[cH:36][cH:37][cH:38][cH:39][cH:40]2)[CH2:28][CH2:29][CH2:30]1.[CH3:1][O:2][c:3]1[cH:4][cH:5][c:6]([P:7]2(=[S:10])[S:8][P:9]([c:11]3[cH:12][cH:13][c:14]([O:15][CH3:16])[cH:17][cH:18]3)(=[S:19])[S:20]2)[cH:21][cH:22]1.[CH3:41][c:42]1[cH:43][cH:44][cH:45][cH:46][cH:47]1>>[S:10]=[C:23]([NH2:24])[CH:26]1[N:27]([C:31](=[O:32])[O:33][CH2:34][c:35]2[cH:36][cH:37][cH:38][cH:39][cH:40]2)[CH2:28][CH2:29][CH2:30]1. Procedure details: A mixture containing 4-(2-cyanoethyl)-1-piperidinecarboxaldehyde (10 g, 0.06M) and ethylenediamine p-toluenesulfonate (30 g, 0.129M) were heated at 200° C. for 41/2 hours. Crystallization of the crude reaction mixture from isopropanol (70 ml) yielded the desired product as the di-p-toluenesulfonate salt (14 g). The salt was then basified with 2 equivalents of MeONa and distilled (0.2 mmHg, 170° C.) to give 4-[2-(4,5-dihydro-1H-imidazol-2-yl)ethyl]piperidine (4.1 g, 37% yield). Product: N1C(=NCC1)CCC1CCNCC1 (4-[2-(4,5-Dihydro-1H-imidazol-2-yl)ethyl]piperidine), di-p-toluenesulfonate. Run at temperature 200 celsius. The reactants are C(#N)CCC1CCN(CC1)C=O (4-(2-cyanoethyl)-1-piperidinecarboxaldehyde), C1(=CC=C(C=C1)S(=O)(=O)O)C.C(CN)N (ethylenediamine p-toluenesulfonate). As a reaction SMILES: [C:1]([CH2:3][CH2:4][CH:5]1[CH2:10][CH2:9][N:8](C=O)[CH2:7][CH2:6]1)#[N:2].C1(C)C=CC(S(O)(=O)=O)=CC=1.[CH2:24](N)[CH2:25][NH2:26]>>[NH:26]1[CH2:25][CH2:24][N:2]=[C:1]1[CH2:3][CH2:4][CH:5]1[CH2:6][CH2:7][NH:8][CH2:9][CH2:10]1 |f:1.2|. Solvent: O (H2O), CCOCC (Et2O). As a reaction SMILES: [CH2:1]([N:3]([CH2:17][CH3:18])[CH2:4][CH2:5][CH2:6][O:7][C:8]1[CH:13]=[CH:12][C:11]([N+:14]([O-])=O)=[CH:10][CH:9]=1)[CH3:2].C[N:20]([CH:22]=O)C.[CH2:24]([O:31][C:32]1[CH:37]=[CH:36][C:35]([C:38](=O)[CH2:39]Br)=[CH:34][CH:33]=1)[C:25]1[CH:30]=[CH:29][CH:28]=[CH:27][CH:26]=1>O.CCOCC>[C:25]12([CH2:24][O:31][C:32]3[CH:37]=[CH:36][C:35]([C:38]4[N:20]=[C:22]([CH2:34][CH:35]([CH3:38])[CH3:36])[N:14]([C:11]5[CH:12]=[CH:13][C:8]([O:7][CH2:6][CH2:5][CH2:4][N:3]([CH2:17][CH3:18])[CH2:1][CH3:2])=[CH:9][CH:10]=5)[CH:39]=4)=[CH:34][CH:33]=3)[CH2:30][CH:29]3[CH2:24][CH:25]([CH2:30][CH:27]([CH2:28]3)[CH2:26]1)[CH2:26]2. The reactants are C(C)N(CCCOC1=CC=C(C=C1)[N+](=O)[O-])CC (N,N-diethyl-N-[3-(4-nitrophenoxy)propyl]amine), CN(C)C=O (DMF), C(C1=CC=CC=C1)OC1=CC=C(C=C1)C(CBr)=O (1-[4-(benzyloxy)phenyl]-2-bromoethanone). The product is C12(CC3CC(CC(C1)C3)C2)COC2=CC=C(C=C2)C=2N=C(N(C2)C2=CC=C(OCCCN(CC)CC)C=C2)CC(C)C ([3-(4-{4-[4-(adamantan-1-ylmethoxy)-phenyl]-2-isobutyl-imidazol-1-yl}-phenoxy)-propyl]-diethyl-amine). Reported procedure: To a stirred solution of N,N-diethyl-N-[3-(4-nitrophenoxy)propyl]amine (1.0 eq., 2.5 mmol) in anhydrous DMF (20 mL) DIEA (3 eq) was added, followed by slow addition of the 1-[4-(benzyloxy)phenyl]-2-bromoethanone (2.5 mmol). The reaction mixture was stirred under nitrogen at rt until completion, as indicated by HPLC. The reaction mixture was then diluted with cold H2O and the product was isolated in Et2O. The combined organic layers were washed with brine and dried over sodium sulfate. Evaporatio... Reactants: O=S1(NC2N(C3=C1C=C(C=C3)OC=3C=C(C=CC3)N)CCC2)=O ({3-[(5,5-dioxido-2,3,3a,4-tetrahydro-1H-pyrrolo-[2,1-c][1,2,4]benzothiadiazin-7-yl)oxy]phenyl}amine), C(=O)([O-])[O-].[Na+].[Na+] (Na2CO3), [Na+].[I-] (NaI), BrCCOCCBr (2-bromoethyl ether). The solvent is CC#N (CH3CN). The product is N1(CCOCC1)C=1C=C(OC2=CC3=C(N4C(NS3(=O)=O)CCC4)C=C2)C=CC1 (7-(3-Morpholin4-ylphenoxy)-2,3,3a,4-tetrahydro-1H-pyrrolo[2,1-c][1,2,4]benzothiadiazine 5,5-dioxide). Reaction SMILES: [O:1]=[S:2]1(=[O:23])[C:7]2[CH:8]=[C:9]([O:12][C:13]3[CH:14]=[C:15]([NH2:19])[CH:16]=[CH:17][CH:18]=3)[CH:10]=[CH:11][C:6]=2[N:5]2[CH2:20][CH2:21][CH2:22][CH:4]2[NH:3]1.C([O-])([O-])=O.[Na+].[Na+].[Na+].[I-].Br[CH2:33][CH2:34][O:35][CH2:36][CH2:37]Br>CC#N>[N:19]1([C:15]2[CH:14]=[C:13]([CH:18]=[CH:17][CH:16]=2)[O:12][C:9]2[CH:10]=[CH:11][C:6]3[N:5]4[CH2:20][CH2:21][CH2:22][CH:4]4[NH:3][S:2](=[O:1])(=[O:23])[C:7]=3[CH:8]=2)[CH2:37][CH2:36][O:35][CH2:34][CH2:33]1 |f:1.2.3,4.5|. Reported procedure: A mixture of 300 mg (0.90 mmol) of {3-[(5,5-dioxido-2,3,3a,4-tetrahydro-1H-pyrrolo-[2,1-c][1,2,4]benzothiadiazin-7-yl)oxy]phenyl}amine, 192 mg of Na2CO3 (1.81 mmol), 5 mg of NaI, 126 μl of 2-bromoethyl ether (0.905 mmol) in 6 ml of CH3CN is refluxed overnight. The suspension is filtered; the filtrate is evaporated, taken up in CH2Cl2 and washed with saturated NaCl solution. After evaporation in vacuo, the expected product is purified by chromatography on silica (CH2Cl2/acetone 96/4).